This data is from the Open Reaction Database (ORD), a public repository of structured organic reaction records. The task is: describe an organic reaction: reactants, conditions, products, and yield Reactants: BrCC(=CC(C(=O)OCC)NC=O)CCCOCC(=O)OCC (ethyl 4-bromomethyl-7-ethoxycarbonylmethoxy-2-formylamino-hept-3-enoate), P(OC(C)C)(OC(C)C)OC(C)C (triisopropyl phosphite). Run at time 18 hour. The product is C(C)OC(=O)COCCCC(=CC(C(=O)OCC)NC=O)CP(=O)(OC(C)C)OC(C)C (ethyl 7-ethoxycarbonylmethoxy-2-formylamino-4-diisopropylphosphonomethyl-hept-3-enoate). Reaction SMILES: Br[CH2:2][C:3]([CH2:14][CH2:15][CH2:16][O:17][CH2:18][C:19]([O:21][CH2:22][CH3:23])=[O:20])=[CH:4][CH:5]([NH:11][CH:12]=[O:13])[C:6]([O:8][CH2:9][CH3:10])=[O:7].[P:24]([O:33]C(C)C)([O:29][CH:30]([CH3:32])[CH3:31])[O:25][CH:26]([CH3:28])[CH3:27]>>[CH2:22]([O:21][C:19]([CH2:18][O:17][CH2:16][CH2:15][CH2:14][C:3]([CH2:2][P:24]([O:29][CH:30]([CH3:32])[CH3:31])([O:25][CH:26]([CH3:28])[CH3:27])=[O:33])=[CH:4][CH:5]([NH:11][CH:12]=[O:13])[C:6]([O:8][CH2:9][CH3:10])=[O:7])=[O:20])[CH3:23]. Procedure: 6.4 g (15 mmol) of ethyl 4-bromomethyl-7-ethoxycarbonylmethoxy-2-formylamino-hept-3-enoate and 14.8 ml (60 mmol) of triisopropyl phosphite (90%) are heated to 80° C. and stirred for 18 hours under a pressure of 100 mbar. Excess triisopropyl phosphite is removed by distillation and the residue is chromatographed over silica gel with hexane/ethyl acetate (1:2:5%) to give ethyl 7-ethoxycarbonylmethoxy-2-formylamino-4-diisopropylphosphonomethyl-hept-3-enoate as a brown oil. Starting materials: Dichloro(diphenylphosphinoferrocene)palladium, C(=O)([O-])[O-].[Cs+].[Cs+] (Cs2CO3), BrC1=C(N=C2N1N=CC=C2N2CCOCC2)C#CC2=NC1=CC=CC=C1C=C2 (4-(3-Bromo-2-(quinolin-2-ylethynyl)imidazo[1,2-b]pyridazin-8-yl)morpholine), CC1(OB(OC1(C)C)C=1C=CC(=NC1)NC(OC(C)(C)C)=O)C (tert-butyl 5-(4,4,5,5-tetramethyl-1,3,2-dioxaborolan-2-yl)pyridin-2-ylcarbamate), N#N (N2). Solvent: CCOC(=O)C (EtOAc), O1CCOCC1.O (dioxane water). Conditions: temperature 85 celsius, time 1 hour. Yields the product O1CCN(CC1)C=1C=2N(N=CC1)C(=C(N2)C#CC2=NC1=CC=CC=C1C=C2)C=2C=CC(=NC2)NC(OC(C)(C)C)=O (tert-Butyl 5-(8-morpholino-2-(2-(quinolin-2-yl)ethynyl)imidazo[1,2-b]pyridazin-3-yl)pyridin-2-ylcarbamate). RXN SMILES: Br[C:2]1[N:6]2[N:7]=[CH:8][CH:9]=[C:10]([N:11]3[CH2:16][CH2:15][O:14][CH2:13][CH2:12]3)[C:5]2=[N:4][C:3]=1[C:17]#[C:18][C:19]1[CH:28]=[CH:27][C:26]2[C:21](=[CH:22][CH:23]=[CH:24][CH:25]=2)[N:20]=1.CC1(C)C(C)(C)OB([C:37]2[CH:38]=[CH:39][C:40]([NH:43][C:44](=[O:50])[O:45][C:46]([CH3:49])([CH3:48])[CH3:47])=[N:41][CH:42]=2)O1.N#N.C([O-])([O-])=O.[Cs+].[Cs+]>O1CCOCC1.O.CCOC(C)=O>[O:14]1[CH2:15][CH2:16][N:11]([C:10]2[C:5]3[N:6]([C:2]([C:37]4[CH:38]=[CH:39][C:40]([NH:43][C:44](=[O:50])[O:45][C:46]([CH3:48])([CH3:47])[CH3:49])=[N:41][CH:42]=4)=[C:3]([C:17]#[C:18][C:19]4[CH:28]=[CH:27][C:26]5[C:21](=[CH:22][CH:23]=[CH:24][CH:25]=5)[N:20]=4)[N:4]=3)[N:7]=[CH:8][CH:9]=2)[CH2:12][CH2:13]1 |f:3.4.5,6.7|. Procedure details: A solution of compound 18b (0.50 g, 1.2 mmol) and tert-butyl 5-(4,4,5,5-tetramethyl-1,3,2-dioxaborolan-2-yl)pyridin-2-ylcarbamate (0.44 g, 1.4 mmol) in dioxane/water (4:1 v/v, 5 mL) was purged with N2. Dichloro(diphenylphosphinoferrocene)palladium (42 mg, 0.06 mmol) was then added, followed by solid Cs2CO3 (0.94 g, 2.9 mmol). The reaction mixture was stirred at 85° C. for 1 h under N2, and allowed to cool to rt. EtOAc (100 mL) was then added. The organic layer was washed with water (2×50 mL), an... Reaction SMILES: [Br:1][CH2:2][C:3]#[C:4][CH2:5][C:6]#[C:7][CH2:8][C:9]#[C:10][CH2:11][CH2:12][CH2:13][CH2:14][CH2:15][CH2:16][CH2:17][CH3:18].[CH2:19]([CH3:20])[NH:21][C:22]([CH2:23][SH:24])=[O:25].[CH2:26]([Cl:27])[Cl:28]>>[CH2:2]([C:3]#[C:4][CH2:5][C:6]#[C:7][CH2:8][C:9]#[C:10][CH2:11][CH2:12][CH2:13][CH2:14][CH2:15][CH2:16][CH2:17][CH3:18])[S:24][CH2:23][C:22]([NH:21][CH2:19][CH3:20])=[O:25]. Reactants: CCCCCCCCC#CCC#CCC#CCBr, CCNC(=O)CS, ClCCl. Yields the product CCCCCCCCC#CCC#CCC#CCSCC(=O)NCC.